Dataset: the Open Reaction Database (ORD), a public repository of structured organic reaction records. Task: describe an organic reaction: reactants, conditions, products, and yield The product is COc1ccc(C(OCC2C(n3cnc4c(NC(=O)c5ccccc5)ncnc43)C(=O)N2O)(c2ccccc2)c2ccc(OC)cc2)cc1. Reaction SMILES: [CH3:27][O:28][c:29]1[cH:30][cH:31][c:32]([C:33]([c:34]2[cH:35][cH:36][c:37]([O:40][CH3:41])[cH:38][cH:39]2)([c:42]2[cH:43][cH:44][cH:45][cH:46][cH:47]2)[Cl:48])[cH:49][cH:50]1.[OH:1][N:2]1[C:3](=[O:26])[CH:4]([n:8]2[c:9]3[n:10][cH:11][n:12][c:13]([NH:17][C:18]([c:19]4[cH:20][cH:21][cH:22][cH:23][cH:24]4)=[O:25])[c:14]3[n:15][cH:16]2)[CH:5]1[CH2:6][OH:7].[cH:51]1[cH:52][cH:53][n:54][cH:55][cH:56]1>>[OH:1][N:2]1[C:3](=[O:26])[CH:4]([n:8]2[c:9]3[n:10][cH:11][n:12][c:13]([NH:17][C:18]([c:19]4[cH:20][cH:21][cH:22][cH:23][cH:24]4)=[O:25])[c:14]3[n:15][cH:16]2)[CH:5]1[CH2:6][O:7][C:33]([c:32]1[cH:31][cH:30][c:29]([O:28][CH3:27])[cH:50][cH:49]1)([c:34]1[cH:35][cH:36][c:37]([O:40][CH3:41])[cH:38][cH:39]1)[c:42]1[cH:43][cH:44][cH:45][cH:46][cH:47]1. The reactants are COc1ccc(C(Cl)(c2ccccc2)c2ccc(OC)cc2)cc1, O=C(Nc1ncnc2c1ncn2C1C(=O)N(O)C1CO)c1ccccc1, c1ccncc1. Reactants: C(O)([O-])=O.[Na+] (sodium hydrogencarbonate), C1(CC1)NC(=O)[C@H]1O[C@@H]1CC1=CC=CC=C1 ((2S,3R)-3-Benzyl-2-oxiranecarboxylic cyclopropylamide), C(C(C)C)#N (isobutyronitrile). The solvent is C(C)(=O)OCC (ethyl acetate). Run at temperature 5 celsius, time 2 hour. Product: C1(CC1)NC(=O)[C@@H]1[C@@H](N=C(O1)C(C)C)CC1=CC=CC=C1 ((4S,5S)—N-cyclopropyl-2-isopropyl-4-benzyl-4,5-dihydro-1,3-oxazole-5-carboxamide). Isolated yield 96.0%. As a reaction SMILES: [CH:1]1([NH:4][C:5]([C@@H:7]2[C@@H:9]([CH2:10][C:11]3[CH:16]=[CH:15][CH:14]=[CH:13][CH:12]=3)[O:8]2)=[O:6])[CH2:3][CH2:2]1.[C:17](#[N:21])[CH:18]([CH3:20])[CH3:19].C(=O)([O-])O.[Na+]>C(OCC)(=O)C>[CH:1]1([NH:4][C:5]([C@H:7]2[O:8][C:17]([CH:18]([CH3:20])[CH3:19])=[N:21][C@H:9]2[CH2:10][C:11]2[CH:16]=[CH:15][CH:14]=[CH:13][CH:12]=2)=[O:6])[CH2:3][CH2:2]1 |f:2.3|. Procedure details: (2S,3R)-3-Benzyl-2-oxiranecarboxylic cyclopropylamide (50 mg) and isobutyronitrile (2 ml) were mixed, and the mixture was cooled to 5° C. Boron trifluoride diethyl ether complex (2.5 equivalents) was gradually added, and the mixture was stirred at 5 to 20° C. for 2 hours. A mixture solution of ethyl acetate (10 ml) and saturated aqueous solution of sodium hydrogencarbonate (5 ml) was kept cooled at 5° C., and the reaction mixture was gradually added thereinto dropwise. The aqueous layer was remo... Starting materials: NS(=O)(=O)c1ccc(F)c([N+](=O)[O-])c1, [H-], [Na+], OCC1COCCO1, C1CCOC1. The product is NS(=O)(=O)c1ccc(OCC2COCCO2)c([N+](=O)[O-])c1. As a reaction SMILES: [F:11][c:12]1[c:13]([N+:22](=[O:23])[O-:24])[cH:14][c:15]([S:18](=[O:19])(=[O:20])[NH2:21])[cH:16][cH:17]1.[H-:9].[Na+:10].[O:1]1[CH:2]([CH2:7][OH:8])[CH2:3][O:4][CH2:5][CH2:6]1.[O:25]1[CH2:26][CH2:27][CH2:28][CH2:29]1>>[O:1]1[CH:2]([CH2:7][O:8][c:12]2[c:13]([N+:22](=[O:23])[O-:24])[cH:14][c:15]([S:18](=[O:19])(=[O:20])[NH2:21])[cH:16][cH:17]2)[CH2:3][O:4][CH2:5][CH2:6]1. Reactants: CC=1C=C2C(=C3CCC(NC13)=O)OC(C2)CN2CCNCC2 (5-methyl-2-(1-piperazinomethyl)-2,3,6,7,8,9-hexahydrofuro-[2,3-f]quinoline-7-one), COC=1C=C(C(=O)Cl)C=CC1OC (3,4-dimethoxybenzoyl chloride). Run in N1=CC=CC=C1 (pyridine), N1=CC=CC=C1 (pyridine). Run at time 1 hour. Product: COC=1C=C(C(=O)N2CCN(CC2)CC2CC=3C(=C4CCC(NC4=C(C3)C)=O)O2)C=CC1OC (2-[4-(3,4-Dimethoxybenzoyl)-1-piperazinomethyl]-5-methyl-2,3,6,7,8,9-hexahydrofuro-[2,3-f]quinoline-7-one). The yield is 95.0%. RXN SMILES: [CH3:1][C:2]1[CH:3]=[C:4]2[CH2:15][CH:14]([CH2:16][N:17]3[CH2:22][CH2:21][NH:20][CH2:19][CH2:18]3)[O:13][C:5]2=[C:6]2[C:11]=1[NH:10][C:9](=[O:12])[CH2:8][CH2:7]2.[CH3:23][O:24][C:25]1[CH:26]=[C:27]([CH:31]=[CH:32][C:33]=1[O:34][CH3:35])[C:28](Cl)=[O:29]>N1C=CC=CC=1>[CH3:23][O:24][C:25]1[CH:26]=[C:27]([CH:31]=[CH:32][C:33]=1[O:34][CH3:35])[C:28]([N:20]1[CH2:21][CH2:22][N:17]([CH2:16][CH:14]2[O:13][C:5]3=[C:6]4[C:11](=[C:2]([CH3:1])[CH:3]=[C:4]3[CH2:15]2)[NH:10][C:9](=[O:12])[CH2:8][CH2:7]4)[CH2:18][CH2:19]1)=[O:29]. Procedure details: To a solution of 5-methyl-2-(1-piperazinomethyl)-2,3,6,7,8,9-hexahydrofuro-[2,3-f]quinoline-7-one (1.474 g) in pyridine (40 ml), a solution of 3,4-dimethoxybenzoyl chloride (1.003 g) in pyridine (20 ml) was added dropwise while cooling on ice. Subsequently, stirring was continued at room temperature for 1 hour. The solvent was distilled off under reduced pressure. The residue was combined with water, and extracted with chloroform. The extract was washed with sodium bicarbonate water and water in... Reactants: Cl (hydrogen chloride), ClC1=CC2=C(C(NS2(=O)=O)=O)C=C1 (6-chloro-1,2-benzothiazole-3-one-1,1-dioxide), CC(C)O (2-propanol). Run at temperature 80 celsius. Product: CC(C)OC(C1=C(C=C(C=C1)Cl)S(=O)(=O)N)=O ((1-Methylethyl)-2-(aminosulfonyl)-4-chlorobenzoate). As a reaction SMILES: Cl.[Cl:2][C:3]1[CH:14]=[CH:13][C:6]2[C:7](=[O:12])[NH:8][S:9](=[O:11])(=[O:10])[C:5]=2[CH:4]=1.[CH3:15][CH:16]([OH:18])[CH3:17]>>[CH3:15][CH:16]([O:18][C:7](=[O:12])[C:6]1[CH:13]=[CH:14][C:3]([Cl:2])=[CH:4][C:5]=1[S:9]([NH2:8])(=[O:11])=[O:10])[CH3:17]. Reported procedure: Anhydrous hydrogen chloride was passed into a mixture of 773.7 g of 6-chloro-1,2-benzothiazole-3-one-1,1-dioxide and 7 L of 2-propanol until the mixture was saturated (7.5 hr.). The mixture was heated at reflux (80° C.) for 1.5 hr., then cooled to 0° C. The precipitated solids were collected and dried to give 893.9 g of the title compound, m.p. 143°-145° C. A second crop (44.5 g, m.p. 140°-142° C.) and third crop (125 g, m.p. 133°-135° C.) were obtained by concentrating the mother liquors in vac... Starting materials: CC1=C(C(=O)CC1O)CC=C (allethrolone), ( S ), C(=O)O (formic acid), mixture, CC1=C(C(=O)CC1O)CC=C (allethrolone), CC1=C(C(=O)CC1O)CC=C (allethrolone). Solvent: C(Cl)(Cl)Cl (chloroform). Reaction conditions: temperature 102 celsius, time 26 hour. Yields the product C(=O)[O-] (formate), CC1=C(C(=O)CC1O)CC=C (allethrolone). RXN SMILES: [CH3:1][C:2]1[CH:7]([OH:8])[CH2:6][C:4](=[O:5])[C:3]=1[CH2:9][CH:10]=[CH2:11].[CH:12]([OH:14])=[O:13]>C(Cl)(Cl)Cl>[CH:12]([O-:14])=[O:13].[CH3:1][C:2]1[CH:7]([OH:8])[CH2:6][C:4](=[O:5])[C:3]=1[CH2:9][CH:10]=[CH2:11]. Reported procedure: 38 kg of a mixture of 60% (R) allethrolone and 40% of (S) allethrolone resulting from the industrial resolution of racemic allethrolone and having a specific rotation [α]D20 = -7.5° C (c = 10% in chloroform) and the proportion of which is shown by its circular dichroism, were added to 190 liters of formic acid and the mixture refluxed with stirring under nitrogen at a temperature of about 102° C for 26 hours. The mixture was cooled and residual formic acid was distilled under reduced pressure to... The reactants are CC(CCCCCC)(C)C1=CC(=C(C=C1)C=1CNCCC1)O (3-[4-(1,1-dimethylheptyl)-2-hydroxyphenyl]-1,2,5,6-tetrahydropyridine), [Cl-].[Na+] (sodium chloride), [H-].[Al+3].[Li+].[H-].[H-].[H-] (lithium aluminum hydride), C1(CC1)C(=O)Cl (cyclopropanecarboxylic acid chloride), C1(CC1)C(=O)Cl (cyclopropanecarboxylic acid chloride), [OH-].[Na+] (sodium hydroxide). Run in CCOCC (ether), N1=CC=CC=C1 (pyridine), O (water), C1(=CC=CC=C1)C (toluene), CCOCC (ether), O (water), C1(=CC=CC=C1)C (toluene). Conditions: temperature 80 celsius, time 0.5 hour. Yields the product C1(CC1)CN1CC(=CCC1)C1=C(C=C(C=C1)C(CCCCCC)(C)C)O (1-N-Cyclopropylmethyl-3-[4-(1,1-dimethylheptyl)-2-hydroxyphenyl]-1,2,5,6-tetrahydropyridine). Isolated yield 42.0%. As a reaction SMILES: [CH3:1][C:2]([C:10]1[CH:15]=[CH:14][C:13]([C:16]2[CH2:17][NH:18][CH2:19][CH2:20][CH:21]=2)=[C:12]([OH:22])[CH:11]=1)([CH3:9])[CH2:3][CH2:4][CH2:5][CH2:6][CH2:7][CH3:8].[CH:23]1([C:26](Cl)=O)[CH2:25][CH2:24]1.[Cl-].[Na+].[H-].[Al+3].[Li+].[H-].[H-].[H-].[OH-].[Na+]>O.CCOCC.C1(C)C=CC=CC=1.N1C=CC=CC=1>[CH:23]1([CH2:26][N:18]2[CH2:19][CH2:20][CH:21]=[C:16]([C:13]3[CH:14]=[CH:15][C:10]([C:2]([CH3:1])([CH3:9])[CH2:3][CH2:4][CH2:5][CH2:6][CH2:7][CH3:8])=[CH:11][C:12]=3[OH:22])[CH2:17]2)[CH2:25][CH2:24]1 |f:2.3,4.5.6.7.8.9,10.11|. Procedure details: To a solution of 596 mg. (1.98 mmoles) of 3-[4-(1,1-dimethylheptyl)-2-hydroxyphenyl]-1,2,5,6-tetrahydropyridine in 2.25 ml. of toluene and 4.5 ml. of pyridine is added 180 μl (3.96 mmoles) of cyclopropanecarboxylic acid chloride in 2.25 ml. of toluene. The reaction mixture is stirred for one hour at 25° C. and for 0.5 hour at 80° C. Another 180 μl (3.96 mmoles) portion of cyclopropanecarboxylic acid chloride is added and the heating at 80° C. continued for 2 hours. The reaction mixture is cooled...